From a dataset of the Open Reaction Database (ORD), a public repository of structured organic reaction records. describe an organic reaction: reactants, conditions, products, and yield Reactants: [Li]C(C)CC (s-BuLi), C1CCCCC1 (cyclohexane), N#N (N2), O1C(C1)CCOC1OCCCC1 (Tetrahydro-2-(oxiranylethoxy)-2H-pyran), enamine, epoxide, CN1CCC(=C(C1)C)C1=CC(=CC=C1)OC (1,5-dimethyl-4-(3-methoxyphenyl)-1,2,3,6-tetrahydropyridine), C1CCOC1 (THF). The solvent is CCOCC (Et2O). Conditions: temperature -10 celsius, time 15 minute. Product: COC=1C=C(C=CC1)C12CC(OC(N(CC1)C)C2C)COC2OCCCC2 (5-(3-Methoxyphenyl)-8,9-dimethyl-3-[(tetrahydro-2H-pyran-2-yl)oxy]methyl-2-oxa-8-azabicyclo[3.3.1]nonane). Reaction SMILES: [CH3:1][N:2]1[CH2:7][C:6]([CH3:8])=[C:5]([C:9]2[CH:14]=[CH:13][CH:12]=[C:11]([O:15][CH3:16])[CH:10]=2)[CH2:4][CH2:3]1.[Li]C(CC)C.C1CCCCC1.N#N.O1C[CH:31]1[CH2:33][CH2:34][O:35][CH:36]1[CH2:41][CH2:40][CH2:39][CH2:38][O:37]1.C1C[O:45]CC1>CCOCC>[CH3:16][O:15][C:11]1[CH:10]=[C:9]([C:5]23[CH:6]([CH3:8])[CH:7]([N:2]([CH3:1])[CH2:3][CH2:4]2)[O:45][CH:33]([CH2:34][O:35][CH:36]2[CH2:41][CH2:40][CH2:39][CH2:38][O:37]2)[CH2:31]3)[CH:14]=[CH:13][CH:12]=1. Reported procedure: Into a dry 1 L flask containing a solution of 1,5-dimethyl-4-(3-methoxyphenyl)-1,2,3,6-tetrahydropyridine 7 (24 g, 0.11 mol) in dry THF (600 mL) cooled in a salted ice bath was added 1.4 M s-BuLi in cyclohexane (85 mL, 119 mmol) drop wise under a N2 atmosphere over a period of 0.5 h. The dark red solution was further stirred at reduced temperature for an additional 15 min whereupon the mixture was cannula transferred into a second dry 2 L flask containing tetrahydro-2-(oxiranylethoxy)-2H-pyran (...